Dataset: the Open Reaction Database (ORD), a public repository of structured organic reaction records. Task: describe an organic reaction: reactants, conditions, products, and yield Starting materials: O=Cc1cn(C(c2ccccc2)(c2ccccc2)c2ccccc2)cn1, CCOC(C)=O, Cl, C1CCOC1. Product: CCOC(=O)CC(O)c1cn(C(c2ccccc2)(c2ccccc2)c2ccccc2)cn1. As a reaction SMILES: [C:1]([c:2]1[cH:3][cH:4][cH:5][cH:6][cH:7]1)([c:8]1[cH:9][cH:10][cH:11][cH:12][cH:13]1)([c:14]1[cH:15][cH:16][cH:17][cH:18][cH:19]1)[n:20]1[cH:21][n:22][c:23]([CH:25]=[O:26])[cH:24]1.[CH3:28][CH2:29][O:30][C:31]([CH3:32])=[O:33].[ClH:27].[O:34]1[CH2:35][CH2:36][CH2:37][CH2:38]1>>[C:1]([c:2]1[cH:3][cH:4][cH:5][cH:6][cH:7]1)([c:8]1[cH:9][cH:10][cH:11][cH:12][cH:13]1)([c:14]1[cH:15][cH:16][cH:17][cH:18][cH:19]1)[n:20]1[cH:21][n:22][c:23]([CH:25]([OH:26])[CH2:32][C:31]([O:30][CH2:29][CH3:28])=[O:33])[cH:24]1. Reactants: C(C)(C)(C)OC(=O)N1CCC(=CC1)C1=CC=C(C=C1)Br (4-(4-bromo-phenyl)-3,6-dihydro-2H-pyridine-1-carboxylic acid tert-butyl ester), C(C1=CC=CC=C1)N (benzylamine), CC(C)([O-])C.[Na+] (sodium tert-butoxide). The reagents and catalysts are C=1C=CC(=CC1)/C=C/C(=O)/C=C/C2=CC=CC=C2.C=1C=CC(=CC1)/C=C/C(=O)/C=C/C2=CC=CC=C2.C=1C=CC(=CC1)/C=C/C(=O)/C=C/C2=CC=CC=C2.[Pd].[Pd] (tris(dibenzylidene acetone)dipalladium), C1=CC=C(C=C1)P(C2=CC=CC=C2)C3=C(C4=CC=CC=C4C=C3)C5=C(C=CC6=CC=CC=C65)P(C7=CC=CC=C7)C8=CC=CC=C8 (Binap). Run in C1(=CC=CC=C1)C (toluene). Run at temperature 80 celsius. The product is C(C)(C)(C)OC(=O)N1CCC(=CC1)C1=CC=C(C=C1)NCC1=CC=CC=C1 (4-(4-Benzylamino-phenyl)-3,6-dihydro-2H-pyridine-1-carboxylic Acid tert-butyl Ester). Isolated yield 73.7%. RXN SMILES: [C:1]([O:5][C:6]([N:8]1[CH2:13][CH:12]=[C:11]([C:14]2[CH:19]=[CH:18][C:17](Br)=[CH:16][CH:15]=2)[CH2:10][CH2:9]1)=[O:7])([CH3:4])([CH3:3])[CH3:2].[CH2:21]([NH2:28])[C:22]1[CH:27]=[CH:26][CH:25]=[CH:24][CH:23]=1.CC(C)([O-])C.[Na+]>C1(C)C=CC=CC=1.C1C=CC(/C=C/C(/C=C/C2C=CC=CC=2)=O)=CC=1.C1C=CC(/C=C/C(/C=C/C2C=CC=CC=2)=O)=CC=1.C1C=CC(/C=C/C(/C=C/C2C=CC=CC=2)=O)=CC=1.[Pd].[Pd].C1C=CC(P(C2C=CC3C(=CC=CC=3)C=2C2C3C(=CC=CC=3)C=CC=2P(C2C=CC=CC=2)C2C=CC=CC=2)C2C=CC=CC=2)=CC=1>[C:1]([O:5][C:6]([N:8]1[CH2:13][CH:12]=[C:11]([C:14]2[CH:19]=[CH:18][C:17]([NH:28][CH2:21][C:22]3[CH:27]=[CH:26][CH:25]=[CH:24][CH:23]=3)=[CH:16][CH:15]=2)[CH2:10][CH2:9]1)=[O:7])([CH3:4])([CH3:3])[CH3:2] |f:2.3,5.6.7.8.9|. Reported procedure: To a solution of 4-(4-bromo-phenyl)-3,6-dihydro-2H-pyridine-1-carboxylic acid tert-butyl ester (0.34 g), benzylamine (0.12 g) and sodium tert-butoxide (0.13 g) in toluene (8 mL) were added tris(dibenzylidene acetone)dipalladium (2.2 mg) and Binap (4.6 mg) and the mixture was heated at 80° C. for 16 hours. The solution was then cooled to room temperature, filtered and the filtrate was evaporated under reduced pressure. The residue was purified by flash chromatography eluting with petroleum ether/... Starting materials: CCCCCBr, O=C([O-])[O-], CC(C)=O, [K+], [K+], Oc1ccc(I)cc1. Product: CCCCCOc1ccc(I)cc1. RXN SMILES: [Br:9][CH2:10][CH2:11][CH2:12][CH2:13][CH3:14].[C:15](=[O:16])([O-:17])[O-:18].[CH3:21][C:22](=[O:23])[CH3:24].[K+:19].[K+:20].[OH:1][c:2]1[cH:3][cH:4][c:5]([I:6])[cH:7][cH:8]1>>[O:1]([c:2]1[cH:3][cH:4][c:5]([I:6])[cH:7][cH:8]1)[CH2:10][CH2:11][CH2:12][CH2:13][CH3:14]. Starting materials: C(C)(=O)C(CCCCCCC(=O)OCC)CCCC(CSC1=CC=C(C=C1)F)O (ethyl 8-acetyl-12-hydroxy-13-(4-fluorophenylthio)tridecanoate), C(C)(=O)C(CCCCCCC(=O)O)CCCC(COC1=CC=C(C=C1)F)O (8-Acetyl-12-hydroxy-13-(4-fluorophenoxy)tridecanoic Acid). Product: C(C)(=O)C(CCCCCCC(=O)O)CCCC(CSC1=CC=C(C=C1)F)O (8-Acetyl-12-hydroxy-13-(4-fluorophenylthio)tridecanoic Acid). As a reaction SMILES: [C:1]([CH:4]([CH2:16][CH2:17][CH2:18][CH:19]([OH:29])[CH2:20][S:21][C:22]1[CH:27]=[CH:26][C:25]([F:28])=[CH:24][CH:23]=1)[CH2:5][CH2:6][CH2:7][CH2:8][CH2:9][CH2:10][C:11]([O:13]CC)=[O:12])(=[O:3])[CH3:2].C(C(CCCC(O)COC1C=CC(F)=CC=1)CCCCCCC(O)=O)(=O)C>>[C:1]([CH:4]([CH2:16][CH2:17][CH2:18][CH:19]([OH:29])[CH2:20][S:21][C:22]1[CH:27]=[CH:26][C:25]([F:28])=[CH:24][CH:23]=1)[CH2:5][CH2:6][CH2:7][CH2:8][CH2:9][CH2:10][C:11]([OH:13])=[O:12])(=[O:3])[CH3:2]. Reported procedure: The synthesis of this compound is carried out by the procedure of Example 1, Step F, except that an equivalent quantity of ethyl 8-acetyl-12-hydroxy-13-(4-fluorophenylthio)tridecanoate is substituted for the ethyl 8-acetyl-12-hydroxy-13-(4-fluorophenoxy)tridecanoate of Example 1, Step F. Starting materials: [OH-].[Li+] (lithium hydroxide), BrC1=CC(=C(C=C1)N1CCN(CC1)C(CC(=O)OCC)=O)C(C)(C)C (ethyl 3-[4-(4-bromo-2-tert-butylphenyl)piperazin-1-yl]-3-oxopropanoate), Cl (hydrochloric acid). Run in C1CCOC1 (THF). Yields the product BrC1=CC(=C(C=C1)N1CCN(CC1)C(CC(=O)O)=O)C(C)(C)C (3-[4-(4-bromo-2-tert-butylphenyl)piperazin-1-yl]-3-oxopropanoic acid). Yield: 102.3%. RXN SMILES: [Br:1][C:2]1[CH:7]=[CH:6][C:5]([N:8]2[CH2:13][CH2:12][N:11]([C:14](=[O:21])[CH2:15][C:16]([O:18]CC)=[O:17])[CH2:10][CH2:9]2)=[C:4]([C:22]([CH3:25])([CH3:24])[CH3:23])[CH:3]=1.[OH-].[Li+].Cl>C1COCC1>[Br:1][C:2]1[CH:7]=[CH:6][C:5]([N:8]2[CH2:13][CH2:12][N:11]([C:14](=[O:21])[CH2:15][C:16]([OH:18])=[O:17])[CH2:10][CH2:9]2)=[C:4]([C:22]([CH3:25])([CH3:24])[CH3:23])[CH:3]=1 |f:1.2|. Reported procedure: To a stirred solution of ethyl 3-[4-(4-bromo-2-tert-butylphenyl)piperazin-1-yl]-3-oxopropanoate (Example 68, 0.280 g, 0.681 mmol) in THF (5 mL) stirring at 0° C. was added 1 M lithium hydroxide solution (5 mL, 5 mmol). After 2 h the reaction mixture was acidified with 1 M hydrochloric acid solution and extracted with ethyl acetate. The organic layer was washed with brine, dried over MgSO4, and the solvent was evaporated under reduced pressure to provide 3-[4-(4-bromo-2-tert-butylphenyl)piperazin... Reactants: C1NCC2=CC=CC=C12 (isoindoline), ClC1=CC=C(CN2C(=CC3=CC=CC=C23)C(=O)N2CCC(CC2)C(=O)O)C=C1 (1-(1-(4-chlorobenzyl)-1H-indole-2-carbonyl)piperidine-4-carboxylic acid), C=1C=CC2=C(C1)N=NN2O (HOBT), CCN(C(C)C)C(C)C (DIPEA), C(CCl)Cl (EDC). Solvent: C(Cl)Cl (DCM), C(C)(=O)OCC (ethyl acetate). Run at time 18 hour. Product: ClC1=CC=C(CN2C(=CC3=CC=CC=C23)C(=O)N2CCC(CC2)C(=O)N2CC3=CC=CC=C3C2)C=C1 ((1-(4-chlorobenzyl)-1H-indol-2-yl)(4-(isoindoline-2-carbonyl)piperidin-1-yl)methanone). As a reaction SMILES: [Cl:1][C:2]1[CH:28]=[CH:27][C:5]([CH2:6][N:7]2[C:15]3[C:10](=[CH:11][CH:12]=[CH:13][CH:14]=3)[CH:9]=[C:8]2[C:16]([N:18]2[CH2:23][CH2:22][CH:21]([C:24](O)=[O:25])[CH2:20][CH2:19]2)=[O:17])=[CH:4][CH:3]=1.CCN(C(C)C)C(C)C.C(Cl)CCl.C1C=CC2N(O)N=NC=2C=1.[CH2:52]1[C:60]2[C:55](=[CH:56][CH:57]=[CH:58][CH:59]=2)[CH2:54][NH:53]1>C(OCC)(=O)C.C(Cl)Cl>[Cl:1][C:2]1[CH:28]=[CH:27][C:5]([CH2:6][N:7]2[C:15]3[C:10](=[CH:11][CH:12]=[CH:13][CH:14]=3)[CH:9]=[C:8]2[C:16]([N:18]2[CH2:19][CH2:20][CH:21]([C:24]([N:53]3[CH2:54][C:55]4[C:60](=[CH:59][CH:58]=[CH:57][CH:56]=4)[CH2:52]3)=[O:25])[CH2:22][CH2:23]2)=[O:17])=[CH:4][CH:3]=1. Procedure details: The following was added sequentially to DCM (2 mL): 1-(1-(4-chlorobenzyl)-1H-indole-2-carbonyl)piperidine-4-carboxylic acid (50 mg, 0.126 mmol), DIPEA (0.07 mL, 0.378 mmol), EDC (30 mg, 0.151 mmol), HOBT (24 mg, 0.151 mmol), and isoindoline (0.018 mL, 0.151 mmol). The mixture was stirred for 18 h at rt, at which time the solution diluted with a 1:1 solution of ethyl acetate:diethyl ether and washed with 1M HCl (1×), 10% aq. sodium carbonate (1×) and brine (1×). The organic phase was dried with m... The reactants are N1=C(Cl)N=C(Cl)N=C1Cl (cyanuric chloride), C(C=C)N (allylamine), C([O-])([O-])=O.[Na+].[Na+] (sodium carbonate), 300, O (water). Solvent: CC(=O)C (acetone). Product: C(C=C)NC1=NC(=NC(=N1)Cl)Cl (2-allylamino-4,6-dichloro-s-triazine). Reaction SMILES: [N:1]1[C:8]([Cl:9])=[N:7][C:5]([Cl:6])=[N:4][C:2]=1Cl.O.[CH2:11]([NH2:14])[CH:12]=[CH2:13].C(=O)([O-])[O-].[Na+].[Na+]>CC(C)=O>[CH2:11]([NH:14][C:2]1[N:1]=[C:8]([Cl:9])[N:7]=[C:5]([Cl:6])[N:4]=1)[CH:12]=[CH2:13] |f:3.4.5|. Reported procedure: 18.5 parts of cyanuric chloride were dissolved in 100 parts of acetone and added, while stirring, to a mixture of 300 parts of water and 400 parts of crushed ice. The suspension thus obtained was added to 5.7 parts of allylamine over a period of 30 minutes and subsequently to an aqueous solution of 5.3 parts of sodium carbonate. The white crystalline reaction product was suction-filtered, washed several times with iced water, and dried over phosphorus pentoxide. Isolated yield 35.0%. The product is COC=1C=C2C(=NC=NC2=CC1OCC=1C=C(C=CC1)S(=O)(=N)C)NC=1SC=NN1 ((RS)-S-[3-({[6-Methoxy-4-(1,3,4-thiadiazol-2-ylamino)quinazolin-7-yl]oxy}-methyl)phenyl]-S-methylsulphoximide). Reported procedure: According to GWP 6, the reaction of (RS)-N-(ethoxycarbonyl)-S-methyl-S-[3-({[6-methoxy-4-(1,3,4-thiadiazol-2-ylamino)quinazolin-7-yl]oxy}methyl)phenyl]-sulphoximide (37 mg, 0.072 mmol) with sodium ethoxide (25 mg, 0.39 mmol) and chromatographic purification (silica gel, hexane, dichloromethane/methanol: 0→15% methanol) gives the desired product in 35% yield (11 mg). The reactants are C(C)OC(=O)N=S(=O)(C1=CC(=CC=C1)COC1=C(C=C2C(=NC=NC2=C1)NC=1SC=NN1)OC)C ((RS)-N-(ethoxycarbonyl)-S-methyl-S-[3-({[6-methoxy-4-(1,3,4-thiadiazol-2-ylamino)quinazolin-7-yl]oxy}methyl)phenyl]-sulphoximide), [O-]CC.[Na+] (sodium ethoxide), CCCCCC (hexane), ClCCl.CO (dichloromethane methanol), →. RXN SMILES: C(OC([N:6]=[S:7]([CH3:35])([C:9]1[CH:14]=[CH:13][CH:12]=[C:11]([CH2:15][O:16][C:17]2[CH:26]=[C:25]3[C:20]([C:21]([NH:27][C:28]4[S:29][CH:30]=[N:31][N:32]=4)=[N:22][CH:23]=[N:24]3)=[CH:19][C:18]=2[O:33][CH3:34])[CH:10]=1)=[O:8])=O)C.[O-]CC.[Na+].CCCCCC.ClCCl.CO>CO>[CH3:34][O:33][C:18]1[CH:19]=[C:20]2[C:25](=[CH:26][C:17]=1[O:16][CH2:15][C:11]1[CH:10]=[C:9]([S:7]([CH3:35])(=[NH:6])=[O:8])[CH:14]=[CH:13][CH:12]=1)[N:24]=[CH:23][N:22]=[C:21]2[NH:27][C:28]1[S:29][CH:30]=[N:31][N:32]=1 |f:1.2,4.5|. Solvent: CO (methanol). Starting materials: C1(=CC=CC2=CC=CC=C12)CO (1-naphthylmethanol), CC(C)([O-])C.[K+] (potassium tert butoxide), [OH-].[Li+] (lithium hydroxide), Cl (hydrochloric acid), Cl.CN(CCCN=C=NCC)C (1-(3-dimethylaminopropyl)-3-ethylcarbodiimide hydrochloride), C(#N)C=1C=C(C(=O)OC)C=CC1F (methyl 3-cyano-4-fluorobenzoate), CS(=O)(=O)N (methanesulfonamide). The reagents and catalysts are CN(C1=CC=NC=C1)C (4-dimethylaminopyridine). Run in O1CCCC1 (tetrahydrofuran), ClCCl (dichloromethane), CS(=O)C (dimethylsulfoxide). Conditions: temperature 80 celsius, time 16 hour. Yields the product C(#N)C=1C=C(C(=O)NS(=O)(=O)C)C=CC1OCC1=CC=CC2=CC=CC=C12 (3-Cyano-N-(methylsulfonyl)-4-(1-naphthylmethoxy)benzamide). The yield is 8.6%. RXN SMILES: [C:1]1([CH2:11][OH:12])[C:10]2[C:5](=[CH:6][CH:7]=[CH:8][CH:9]=2)[CH:4]=[CH:3][CH:2]=1.CC(C)([O-])C.[K+].[C:19]([C:21]1[CH:22]=[C:23]([CH:28]=[CH:29][C:30]=1F)[C:24](OC)=[O:25])#[N:20].[OH-].[Li+].Cl.[CH3:35][S:36]([NH2:39])(=[O:38])=[O:37].Cl.CN(C)CCCN=C=NCC>O1CCCC1.CS(C)=O.CN(C)C1C=CN=CC=1.ClCCl>[C:19]([C:21]1[CH:22]=[C:23]([CH:28]=[CH:29][C:30]=1[O:12][CH2:11][C:1]1[C:10]2[C:5](=[CH:6][CH:7]=[CH:8][CH:9]=2)[CH:4]=[CH:3][CH:2]=1)[C:24]([NH:39][S:36]([CH3:35])(=[O:38])=[O:37])=[O:25])#[N:20] |f:1.2,4.5,8.9|. Procedure: To a solution of 1-naphthylmethanol (19.8 mg, 0.13 mmol) in anhydrous tetrahydrofuran were added potassium tert butoxide (0.14 mL, 1 M solution in anhydrous tetrahydrofuran 0.14 mmol) followed by a solution of methyl 3-cyano-4-fluorobenzoate (22.4 mg, 0.13 mmol) in dimethylsulfoxide (0.1 mL). The reaction mixture was shaken at 80° C. for 16 hours, evaporated in vacuo, and water (1 mL) was added. The mixture was extracted with ethyl acetate (3×1 mL) and the combined organic extracts were dried ov...